describe an organic reaction: reactants, conditions, products, and yield From a dataset of the Open Reaction Database (ORD), a public repository of structured organic reaction records. Starting materials: BrCCCCCOC=1C(=CC2=C(C3=C(C(O2)=O)CCC3)C1)OC (8-(5-bromopentyloxy)-2,3-dihydro-7-methoxycyclopenta[c][1]benzopyran-4(1H)-one), C(\C=C\C(=O)[O-])(=O)[O-] (Fumarate), C(C)(C)O (isopropanol), C1(=CC=CC=C1)N1CCNCC1 (1-phenylpiperazine), C(C)(C)O (isopropanol). The solvent is CC(C)(C)OC (TBME). Product: COC1=CC2=C(C3=C(C(O2)=O)CCC3)C=C1OCCCCCN1CCN(CC1)C1=CC=CC=C1 (2,3-dihydro-7-methoxy-8-[5-(4-phenyl-1-piperazinyl)pentyloxy]cyclopenta[c][1]benzopyran-4(1H)-one). Isolated yield 97.0%. As a reaction SMILES: Br[CH2:2][CH2:3][CH2:4][CH2:5][CH2:6][O:7][C:8]1[C:9]([O:22][CH3:23])=[CH:10][C:11]2[O:16][C:15](=[O:17])[C:14]3[CH2:18][CH2:19][CH2:20][C:13]=3[C:12]=2[CH:21]=1.[C:24]1([N:30]2[CH2:35][CH2:34][NH:33][CH2:32][CH2:31]2)[CH:29]=[CH:28][CH:27]=[CH:26][CH:25]=1.C(O)(C)C.C([O-])(=O)/C=C/C([O-])=O>CC(OC)(C)C>[CH3:23][O:22][C:9]1[C:8]([O:7][CH2:6][CH2:5][CH2:4][CH2:3][CH2:2][N:33]2[CH2:34][CH2:35][N:30]([C:24]3[CH:29]=[CH:28][CH:27]=[CH:26][CH:25]=3)[CH2:31][CH2:32]2)=[CH:21][C:12]2[C:13]3[CH2:20][CH2:19][CH2:18][C:14]=3[C:15](=[O:17])[O:16][C:11]=2[CH:10]=1. Reported procedure: Method B (10 h at 80° C.); starting materials: 8-(5-bromopentyloxy)-2,3-dihydro-7-methoxycyclopenta[c][1]benzopyran-4(1H)-one (example 85) and 1-phenylpiperazine; yield 97%; fusion point 118°-120° C. (from isopropanol). Fumarate (x 0.5 C4H4O4): method E; yield 93%; fusion point 153°-155° C. (from isopropanol and TBME). Reactants: Cc1cn(-c2ccnc(Nc3cc(C(=O)O)ccc3C)n2)cn1, Cc1nccn1-c1cc(N)cc(C(F)(F)F)c1. The product is Cc1cn(-c2ccnc(Nc3cc(C(=O)Nc4cc(-n5ccnc5C)cc(C(F)(F)F)c4)ccc3C)n2)cn1. Reaction SMILES: [CH3:1][c:2]1[c:3]([NH:11][c:12]2[n:13][cH:14][cH:15][c:16](-[n:18]3[cH:19][n:20][c:21]([CH3:23])[cH:22]3)[n:17]2)[cH:4][c:5]([C:6](=[O:7])[OH:8])[cH:9][cH:10]1.[CH3:24][c:25]1[n:26](-[c:30]2[cH:31][c:32]([NH2:40])[cH:33][c:34]([C:36]([F:37])([F:38])[F:39])[cH:35]2)[cH:27][cH:28][n:29]1>>[CH3:1][c:2]1[c:3]([NH:11][c:12]2[n:13][cH:14][cH:15][c:16](-[n:18]3[cH:19][n:20][c:21]([CH3:23])[cH:22]3)[n:17]2)[cH:4][c:5]([C:6](=[O:8])[NH:40][c:32]2[cH:31][c:30](-[n:26]3[c:25]([CH3:24])[n:29][cH:28][cH:27]3)[cH:35][c:34]([C:36]([F:37])([F:38])[F:39])[cH:33]2)[cH:9][cH:10]1. Reactants: N1=CC(=CC=C1)C1SC[C@H](N1)C(=O)O ((4R)-2-(3-pyridyl)thiazolidine-4-carboxylic acid), FC1=CC=C(C=C1)C(OCCN(C(CC)NC)C)C1=CC=C(C=C1)F (N-{2-[bis(4-fluorophenyl)methoxy]ethyl}-N-methyl-N'-methylpropanediamine). Product: CN(C(=O)[C@H]1NC(SC1)C=1C=NC=CC1)CCCN(C)CCOC(C1=CC=C(C=C1)F)C1=CC=C(C=C1)F ((4R)-N-Methyl-N-{3-{N-[2-bis(4-fluorophenyl)methoxyethyl]-N-methylamino}propyl}-2-(3-pyridyl)thiazolidine-4-carboxamide). Isolated yield 52.0%. As a reaction SMILES: [N:1]1[CH:6]=[CH:5][CH:4]=[C:3]([CH:7]2[NH:11][C@H:10]([C:12]([OH:14])=O)[CH2:9][S:8]2)[CH:2]=1.[F:15][C:16]1[CH:21]=[CH:20][C:19]([CH:22]([C:33]2[CH:38]=[CH:37][C:36]([F:39])=[CH:35][CH:34]=2)[O:23][CH2:24][CH2:25][N:26]([CH3:32])C(NC)CC)=[CH:18][CH:17]=1>>[CH3:6][N:1]([CH2:2][CH2:3][CH2:4][N:26]([CH2:25][CH2:24][O:23][CH:22]([C:19]1[CH:18]=[CH:17][C:16]([F:15])=[CH:21][CH:20]=1)[C:33]1[CH:34]=[CH:35][C:36]([F:39])=[CH:37][CH:38]=1)[CH3:32])[C:12]([C@@H:10]1[CH2:9][S:8][CH:7]([C:3]2[CH:2]=[N:1][CH:6]=[CH:5][CH:4]=2)[NH:11]1)=[O:14]. Reported procedure: Following a procedure similar to that described in Example 1, but using (4R)-2-(3-pyridyl)thiazolidine-4-carboxylic acid and N-{2-[bis(4-fluorophenyl)methoxy]ethyl}-N-methyl-N'-methylpropanediamine (prepared as described in Preparation 3), the title compound was obtained in a yield of 52%. Reactants: C(=O)([O-])[O-].[K+].[K+] (K2CO3), C(C#C)Br (propargyl bromide), ClC=1C(=NN(C1SC)C)C1=C(C=C(C(=C1)S)Cl)F (4-chloro-3-(4-chloro-2-fluoro-5-mercaptophenyl)-1-methyl-5-methylthio-1H-pyrazole). Run in CC(=O)C (acetone). Yields the product ClC=1C(=NN(C1SC)C)C1=C(C=C(C(=C1)SCC#C)Cl)F (4-chloro-3-[4-chloro-2-fluoro-5-(2-propynylthio)phenyl]-1-methyl-5-methylthio-1H-pyrazole). Yield: 80.4%. Reaction SMILES: [Cl:1][C:2]1[C:3]([C:10]2[CH:15]=[C:14]([SH:16])[C:13]([Cl:17])=[CH:12][C:11]=2[F:18])=[N:4][N:5]([CH3:9])[C:6]=1[S:7][CH3:8].C([O-])([O-])=O.[K+].[K+].[CH2:25](Br)[C:26]#[CH:27]>CC(C)=O>[Cl:1][C:2]1[C:3]([C:10]2[CH:15]=[C:14]([S:16][CH2:27][C:26]#[CH:25])[C:13]([Cl:17])=[CH:12][C:11]=2[F:18])=[N:4][N:5]([CH3:9])[C:6]=1[S:7][CH3:8] |f:1.2.3|. Procedure details: A mixture of 4-chloro-3-(4-chloro-2-fluoro-5-mercaptophenyl)-1-methyl-5-methylthio-1H-pyrazole (0.60 g, 1.86 mmoles), 30 ml acetone, a K2CO3 powder (2.04 mmoles), and propargyl bromide (2.23 mmoles), was subjected to reaction under reflux for 2 hours. Then the resulting solution was filtered to remove acetone-insoluble matter and the filtrate was concentrated and purified by silica gel column chromatography, giving crystals (0.54 g) of the title compound, m.p. 93-96° C., yield 80.5%. Starting materials: COC(=O)CCC(C)C1=CCC2C3CC=C4CC(OC(C)=O)CC(OC(C)=O)C4(C)C3CCC12C, CCO, [H][H]. The product is COC(=O)CCC(C)C1CCC2C3CC=C4CC(OC(C)=O)CC(OC(C)=O)C4(C)C3CCC12C. RXN SMILES: [CH3:1][O:2][C:3]([CH2:4][CH2:5][CH:6]([CH3:7])[C:8]1=[CH:9][CH2:10][CH:11]2[CH:12]3[CH2:13][CH:14]=[C:15]4[CH2:16][CH:17]([O:31][C:32]([CH3:33])=[O:34])[CH2:18][CH:19]([O:27][C:28]([CH3:29])=[O:30])[C:20]4([CH3:21])[CH:22]3[CH2:23][CH2:24][C:25]12[CH3:26])=[O:35].[CH3:38][CH2:39][OH:40].[H:36][H:37]>>[CH3:1][O:2][C:3]([CH2:4][CH2:5][CH:6]([CH3:7])[CH:8]1[CH2:9][CH2:10][CH:11]2[CH:12]3[CH2:13][CH:14]=[C:15]4[CH2:16][CH:17]([O:31][C:32]([CH3:33])=[O:34])[CH2:18][CH:19]([O:27][C:28]([CH3:29])=[O:30])[C:20]4([CH3:21])[CH:22]3[CH2:23][CH2:24][C:25]12[CH3:26])=[O:35]. Reactants: CC(C)(C)OC(=O)N1CCC(C(=O)O)CC1, C[O-], CO, CN(C)c1ccncc1, CN(C)C=O, CCN(C(C)C)C(C)C, O=C(Cl)C(=O)Cl, ClCCl, Nc1ccc(I)cc1C(=O)Nc1ccc(Cl)cn1, [Na+]. Yields the product CC(C)(C)OC(=O)N1CCC(C(=O)Nc2ccc(I)cc2C(=O)Nc2ccc(Cl)cn2)CC1. Reaction SMILES: [C:1](=[O:2])([O:3][C:4]([CH3:5])([CH3:6])[CH3:7])[N:8]1[CH2:9][CH2:10][CH:11]([C:12](=[O:13])[OH:14])[CH2:15][CH2:16]1.[CH3:17][O-:18].[CH3:53][OH:54].[CH3:58][N:59]([c:60]1[cH:61][cH:62][n:63][cH:64][cH:65]1)[CH3:66].[CH3:67][N:68]([CH3:69])[CH:70]=[O:71].[CH:44]([N:45]([CH2:46][CH3:47])[CH:48]([CH3:49])[CH3:50])([CH3:51])[CH3:52].[Cl:20][C:21]([C:22]([Cl:23])=[O:24])=[O:25].[Cl:55][CH2:56][Cl:57].[NH2:26][c:27]1[c:28]([C:29](=[O:30])[NH:31][c:32]2[n:33][cH:34][c:35]([Cl:38])[cH:36][cH:37]2)[cH:39][c:40]([I:43])[cH:41][cH:42]1.[Na+:19]>>[C:1](=[O:2])([O:3][C:4]([CH3:5])([CH3:6])[CH3:7])[N:8]1[CH2:9][CH2:10][CH:11]([C:12](=[O:14])[NH:26][c:27]2[c:28]([C:29](=[O:30])[NH:31][c:32]3[n:33][cH:34][c:35]([Cl:38])[cH:36][cH:37]3)[cH:39][c:40]([I:43])[cH:41][cH:42]2)[CH2:15][CH2:16]1. Starting materials: N1=CC=CC(=C1)[C@@H]1N(C)CCC1 ((R)-nicotine), [H-].[Na+] (sodium hydride). Solvent: Cl (HCl). Run at temperature 0 celsius. The product is CN1CCCC1C2=CN=CC=C2 ((R,S)-nicotine). The yield is 66.7%. Reaction SMILES: [N:1]1[CH:6]=[C:5]([C@H:7]2[CH2:12][CH2:11][CH2:10][N:8]2[CH3:9])[CH:4]=[CH:3][CH:2]=1.[H-].[Na+]>Cl>[CH3:9][N:8]1[CH:7]([C:5]2[CH:4]=[CH:3][CH:2]=[N:1][CH:6]=2)[CH2:12][CH2:11][CH2:10]1 |f:1.2|. Procedure: Sodium hydride (14.8 g, 0.616 mol of 60% dispersion in a mineral oil) was washed with toluene to remove the mineral oil and added to 100 ml of o-xylene. To this was added (R)-nicotine (10 g, 0.0617 mol). The reaction mixture was refluxed for 15 hrs, cooled to 0° C., the excess sodium hydride decomposed using dilute HCl (15%, 100 ml), the aqueous layer separated, the pH of the aqueous layer adjusted to >13 at 0° C. and extracted with dichloromethane. The solvent was then removed completely and th...